From a dataset of the Open Reaction Database (ORD), a public repository of structured organic reaction records. describe an organic reaction: reactants, conditions, products, and yield Reactants: CCO, COc1nccc2nc(-c3ccc(C(C)(C)N=[N+]=[N-])cc3)c(-c3cccs3)cc12. Yields the product COc1nccc2nc(-c3ccc(C(C)(C)N)cc3)c(-c3cccs3)cc12. Reaction SMILES: [CH3:30][CH2:31][OH:32].[N:1](=[N+:2]=[N-:3])[C:4]([CH3:5])([CH3:6])[c:7]1[cH:8][cH:9][c:10](-[c:13]2[n:14][c:15]3[cH:16][cH:17][n:18][c:19]([O:28][CH3:29])[c:20]3[cH:21][c:22]2-[c:23]2[s:24][cH:25][cH:26][cH:27]2)[cH:11][cH:12]1>>[NH2:1][C:4]([CH3:5])([CH3:6])[c:7]1[cH:8][cH:9][c:10](-[c:13]2[n:14][c:15]3[cH:16][cH:17][n:18][c:19]([O:28][CH3:29])[c:20]3[cH:21][c:22]2-[c:23]2[s:24][cH:25][cH:26][cH:27]2)[cH:11][cH:12]1.